This data is from the Open Reaction Database (ORD), a public repository of structured organic reaction records. The task is: describe an organic reaction: reactants, conditions, products, and yield The reactants are [F-].C(CCC)[N+](CCCC)(CCCC)CCCC (Tetra-n-butylammonium fluoride), C(C)(=O)O (acetic acid), [Si](C)(C)(C(C)(C)C)OC(C(C(C)C)NC(CN1C(C(=CC=C1C1=CC=CC=C1)NC(=O)OC1=CC=CC=C1)=O)=O)C(F)(F)F (N-(2-tert-butyldimethylsilyloxy-3,3,3-trifluoro-1-isopropylpropyl)-2-(2-oxo-3-phenoxycarbonylamino-6-phenyl-1,2,-dihydro-1-pyridyl)acetamide). The solvent is O1CCCC1 (tetrahydrofuran), O1CCCC1 (tetrahydrofuran). Run at time 3 hour. The product is O=C1N(C(=CC=C1NC(=O)OC1=CC=CC=C1)C1=CC=CC=C1)CC(=O)NC(C(C(F)(F)F)O)C(C)C (2-(2-oxo-3-phenoxycarbonylamino-6-phenyl-1,2-dihydro-1-pyridyl)-N-(3,3,3-trifluoro-2-hydroxy-1-isopropylpropyl)acetamide). RXN SMILES: [F-].C([N+](CCCC)(CCCC)CCCC)CCC.C(O)(=O)C.[Si]([O:30][CH:31]([C:63]([F:66])([F:65])[F:64])[CH:32]([NH:36][C:37](=[O:62])[CH2:38][N:39]1[C:44]([C:45]2[CH:50]=[CH:49][CH:48]=[CH:47][CH:46]=2)=[CH:43][CH:42]=[C:41]([NH:51][C:52]([O:54][C:55]2[CH:60]=[CH:59][CH:58]=[CH:57][CH:56]=2)=[O:53])[C:40]1=[O:61])[CH:33]([CH3:35])[CH3:34])(C(C)(C)C)(C)C>O1CCCC1>[O:61]=[C:40]1[C:41]([NH:51][C:52]([O:54][C:55]2[CH:56]=[CH:57][CH:58]=[CH:59][CH:60]=2)=[O:53])=[CH:42][CH:43]=[C:44]([C:45]2[CH:50]=[CH:49][CH:48]=[CH:47][CH:46]=2)[N:39]1[CH2:38][C:37]([NH:36][CH:32]([CH:33]([CH3:35])[CH3:34])[CH:31]([OH:30])[C:63]([F:65])([F:64])[F:66])=[O:62] |f:0.1|. Procedure: R=phenoxycarbonyl: Tetra-n-butylammonium fluoride (1.0M in tetrahydrofuran, 0.34 mL) and glacial acetic acid (0.02 mL) were added to dry tetrahydrofuran (1 mL). A solution of N-(2-tert-butyldimethylsilyloxy-3,3,3-trifluoro-1-isopropylpropyl)-2-(2-oxo-3-phenoxycarbonylamino-6-phenyl-1,2,-dihydro-1-pyridyl)acetamide in dry tetrahydrofuran (2 mL) was added to the reaction vessel, and the addition syringe was washed out with an additional 2 mL tetrahydrofuran. The reaction mixture was stirred for 3 ... The reactants are IC=1C=C(C=CC1)C=1OC(=NN1)C1=CC(=CC=C1)OC (2-(3-iodophenyl)-5-(3-methoxyphenyl)-1,3,4-oxadiazole), C1=CC=CC=2C3=CC=CC=C3NC12 (carbazole), Cu, C([O-])([O-])=O.[K+].[K+] (potassium carbonate). Solvent: CN(C)C=O (DMF). Reaction conditions: time 5 hour. The product is C1=CC=CC=2C3=CC=CC=C3N(C12)C=1C=C(C=CC1)C=1OC(=NN1)C1=CC(=CC=C1)OC (2-(3-Carbazol-9-ylphenyl)-5-(3-methoxyphenyl)-1,3,4-oxadiazole). As a reaction SMILES: I[C:2]1[CH:3]=[C:4]([C:8]2[O:9][C:10]([C:13]3[CH:18]=[CH:17][CH:16]=[C:15]([O:19][CH3:20])[CH:14]=3)=[N:11][N:12]=2)[CH:5]=[CH:6][CH:7]=1.[CH:21]1[C:33]2[NH:32][C:31]3[C:26](=[CH:27][CH:28]=[CH:29][CH:30]=3)[C:25]=2[CH:24]=[CH:23][CH:22]=1.C(=O)([O-])[O-].[K+].[K+]>CN(C=O)C>[CH:30]1[C:31]2[N:32]([C:2]3[CH:3]=[C:4]([C:8]4[O:9][C:10]([C:13]5[CH:18]=[CH:17][CH:16]=[C:15]([O:19][CH3:20])[CH:14]=5)=[N:11][N:12]=4)[CH:5]=[CH:6][CH:7]=3)[C:33]3[C:25](=[CH:24][CH:23]=[CH:22][CH:21]=3)[C:26]=2[CH:27]=[CH:28][CH:29]=1 |f:2.3.4|. Procedure: To a solution of 2-(3-iodophenyl)-5-(3-methoxyphenyl)-1,3,4-oxadiazole (3.0 g, 7.93 mmol), carbazole (1.5 g, 8.97 mmol), Cu (2.0 g, 31.47 mmol) in DMF (20.0 ml) was added potassium carbonate (4.0 g, 28.94 mmol) under nitrogen and stirring. Heating was started. The reaction was carried out at 150° C. for 5 h. After cooling, the reaction mixture was filtrated. The solid residues were carefully washed with THF. THF was evaporated from the combined filtration solution. Water (150.0 ml) was added, th... Starting materials: CO, CCOC(=O)CNC(=O)N1Cc2ccccc2Oc2ccc(Cl)cc21, [Na+], [OH-]. Yields the product O=C(O)CNC(=O)N1Cc2ccccc2Oc2ccc(Cl)cc21. As a reaction SMILES: [CH3:28][OH:29].[Cl:1][c:2]1[cH:3][c:4]2[c:5]([cH:24][cH:25]1)[O:6][c:7]1[c:8]([cH:20][cH:21][cH:22][cH:23]1)[CH2:9][N:10]2[C:11](=[O:12])[NH:13][CH2:14][C:15](=[O:16])[O:17][CH2:18][CH3:19].[Na+:27].[OH-:26]>>[Cl:1][c:2]1[cH:3][c:4]2[c:5]([cH:24][cH:25]1)[O:6][c:7]1[c:8]([cH:20][cH:21][cH:22][cH:23]1)[CH2:9][N:10]2[C:11](=[O:12])[NH:13][CH2:14][C:15](=[O:16])[OH:17].